This data is from the Open Reaction Database (ORD), a public repository of structured organic reaction records. The task is: describe an organic reaction: reactants, conditions, products, and yield Reactants: example 1 ( 1.3 ), C(C)(C)(C)OC(N[C@@H]1CC[C@H](CC1)CC=O)=O (Trans-[4-(2-Oxo-ethyl)-cyclohexyl]-carbamic acid tert-butyl ester), C(C)(=O)O[BH-](OC(C)=O)OC(C)=O.[Na+] (sodium triacetoxyborohydride), FC=1C=CC(=C(C#N)C1)OC1CCNCC1 (5-Fluoro-2-(piperidin-4-yloxy)-benzonitrile), Cl (hydrochloride). Run in ClCCCl (1,2-dichloroetane). Yields the product C(C)(C)(C)OC(N[C@@H]1CC[C@H](CC1)CCN1CCC(CC1)OC1=C(C=C(C=C1)F)C#N)=O (Trans(4-{2-[4-(2-Cyano-4-fluoro-phenoxy)-piperidin-1-yl]-ethyl}-cyclohexyl)-carbamic acid tert-butyl ester). As a reaction SMILES: [F:1][C:2]1[CH:3]=[CH:4][C:5]([O:10][CH:11]2[CH2:16][CH2:15][NH:14][CH2:13][CH2:12]2)=[C:6]([CH:9]=1)[C:7]#[N:8].Cl.[C:18]([O:22][C:23](=[O:34])[NH:24][C@H:25]1[CH2:30][CH2:29][C@H:28]([CH2:31][CH:32]=O)[CH2:27][CH2:26]1)([CH3:21])([CH3:20])[CH3:19].C(O[BH-](OC(=O)C)OC(=O)C)(=O)C.[Na+]>ClCCCl>[C:18]([O:22][C:23](=[O:34])[NH:24][C@H:25]1[CH2:26][CH2:27][C@H:28]([CH2:31][CH2:32][N:14]2[CH2:15][CH2:16][CH:11]([O:10][C:5]3[CH:4]=[CH:3][C:2]([F:1])=[CH:9][C:6]=3[C:7]#[N:8])[CH2:12][CH2:13]2)[CH2:29][CH2:30]1)([CH3:21])([CH3:20])[CH3:19] |f:3.4|. Procedure: The title compound was prepared analogously to example 1 (1.3) starting from 5-Fluoro-2-(piperidin-4-yloxy)-benzonitrile; hydrochloride and Trans-[4-(2-Oxo-ethyl)-cyclohexyl]-carbamic acid tert-butyl ester with sodium triacetoxyborohydride in 1,2-dichloroetane. MS (m/e): 446.3 (M+H+) The reactants are CCO, CC(=O)Oc1ccc([N+](=O)[O-])c2sncc12. The product is CC(=O)Nc1ccc(OC(C)=O)c2cnsc12. RXN SMILES: [CH3:17][CH2:18][OH:19].[N+:1]([O-:2])(=[O:3])[c:4]1[cH:5][cH:6][c:7]([O:13][C:14]([CH3:15])=[O:16])[c:8]2[cH:9][n:10][s:11][c:12]12>>[NH:1]([c:4]1[cH:5][cH:6][c:7]([O:13][C:14]([CH3:15])=[O:16])[c:8]2[cH:9][n:10][s:11][c:12]12)[C:18]([CH3:17])=[O:19]. Product: COC(C1=C(C=C(C=C1)CN)C1=C(C=CC=C1)C)=O (4-Aminomethyl-2-(2-methylphenyl)benzoic acid methyl ester). RXN SMILES: [CH3:1][O:2][C:3](=[O:21])[C:4]1[CH:9]=[CH:8][C:7]([CH2:10][N:11]=[N+]=[N-])=[CH:6][C:5]=1[C:14]1[CH:19]=[CH:18][CH:17]=[CH:16][C:15]=1[CH3:20]>CO.Cl>[CH3:1][O:2][C:3](=[O:21])[C:4]1[CH:9]=[CH:8][C:7]([CH2:10][NH2:11])=[CH:6][C:5]=1[C:14]1[CH:19]=[CH:18][CH:17]=[CH:16][C:15]=1[CH3:20]. Procedure: To a flask at ambient temperature under N2 containing 10% palladium on carbon catalyst (1.0 g) was added a solution of 4-azidomethyl-2-(2-methylphenyl)benzoic acid methyl ester (5.00 g, 17.8 mmol), prepared as in Example 1191A, in MeOH (75 mL). Two drops of conc. HCl added, and reaction stirred vigorously overnight under an atmosphere of H2. Catalyst filtered off through celite and washed with MeOH. Filtrate concentrated in vacuo, and residue taken up in an aqueous 4N NaOH solution. Aqueous solu... Isolated yield 30.1%. The reagents and catalysts are Cl (HCl). Reaction conditions: time 8 hour. Solvent: CO (MeOH). Starting materials: COC(C1=C(C=C(C=C1)CN=[N+]=[N-])C1=C(C=CC=C1)C)=O (4-azidomethyl-2-(2-methylphenyl)benzoic acid methyl ester). Reactants: OCCC1(NC(N(C1=O)CC1C(C2C(C(C1)C2)(C)C)C)=CC(=O)C2=CC=C(C#N)C=C2)CC2=CC=NC=C2 (4-{[4-(2-Hydroxy-ethyl)-5-oxo-4-pyridin-4-ylmethyl-1-((+)-(2,6,6-trimethyl-bicyclo[3.1.1]hept-3-ylmethyl))-imidazolidin-2-ylidene]-acetyl}-benzonitrile), C(C)(C)NC(C)C (diisopropylamine), CS(=O)(=O)Cl (methanesulfonyl chloride). Solvent: C(Cl)Cl (CH2Cl2). Reaction conditions: time 20 minute. Yields the product C(#N)C1=CC=C(C=C1)C(C=C1N(C(C(N1)(CC1=CC=NC=C1)CCOS(=O)(=O)C)=O)CC1C(C2C(C(C1)C2)(C)C)C)=O (Methanesulfonic acid 2-[2-[2-(4-cyano-phenyl)-2-oxo-ethylidene]-5-oxo-4-pyridin-4-ylmethyl-1-((+)-(2,6,6-trimethyl-bicyclo[3.1.1]hept-3-ylmethyl))-imidazolidin-4-yl]-ethyl ester). Reaction SMILES: [OH:1][CH2:2][CH2:3][C:4]1([CH2:32][C:33]2[CH:38]=[CH:37][N:36]=[CH:35][CH:34]=2)[C:8](=[O:9])[N:7]([CH2:10][CH:11]2[CH2:16][CH:15]3[CH2:17][CH:13]([C:14]3([CH3:19])[CH3:18])[CH:12]2[CH3:20])[C:6](=[CH:21][C:22]([C:24]2[CH:31]=[CH:30][C:27]([C:28]#[N:29])=[CH:26][CH:25]=2)=[O:23])[NH:5]1.C(NC(C)C)(C)C.[CH3:46][S:47](Cl)(=[O:49])=[O:48]>C(Cl)Cl>[C:28]([C:27]1[CH:26]=[CH:25][C:24]([C:22](=[O:23])[CH:21]=[C:6]2[NH:5][C:4]([CH2:3][CH2:2][O:1][S:47]([CH3:46])(=[O:49])=[O:48])([CH2:32][C:33]3[CH:34]=[CH:35][N:36]=[CH:37][CH:38]=3)[C:8](=[O:9])[N:7]2[CH2:10][CH:11]2[CH2:16][CH:15]3[CH2:17][CH:13]([C:14]3([CH3:18])[CH3:19])[CH:12]2[CH3:20])=[CH:31][CH:30]=1)#[N:29]. Reported procedure: 4-{[4-(2-Hydroxy-ethyl)-5-oxo-4-pyridin-4-ylmethyl-1-((+)-(2,6,6-trimethyl-bicyclo[3.1.1]hept-3-ylmethyl))-imidazolidin-2-ylidene]-acetyl}-benzonitrile (1.76 g, 3.44 mMol) and diisopropylamine (0.90 mL, 5.16 mMol) were dissolved in CH2Cl2 (20 mL) under an atmosphere of dry N2. To this solution was added methanesulfonyl chloride (0.41 mL, 5.16 mMol) and the mixture was stirred at ambient temperature for 20 minutes. The mixture was concentrated under vacuum and was partitioned between Et2O-EtOAc (... The reactants are C(C)(=O)OCC1=CC=CC2=CC=C(C=C12)OC ((7-Methoxy-1-naphthyl)methyl Acetate), [OH-].[K+] (potassium hydroxide). Run in CO (methanol), O (water). Reaction conditions: time 3 hour. The product is COC1=CC=C2C=CC=C(C2=C1)CO ((7-Methoxy-1-naphthyl)methanol). Reaction SMILES: C([O:4][CH2:5][C:6]1[C:15]2[C:10](=[CH:11][CH:12]=[C:13]([O:16][CH3:17])[CH:14]=2)[CH:9]=[CH:8][CH:7]=1)(=O)C.[OH-].[K+]>CO.O>[CH3:17][O:16][C:13]1[CH:14]=[C:15]2[C:10]([CH:9]=[CH:8][CH:7]=[C:6]2[CH2:5][OH:4])=[CH:11][CH:12]=1 |f:1.2|. Procedure: 34.5 g (0.15 mol) of the compound obtained in Step A are dissolved in 300 ml of methanol. 35 g (4 eq) of potassium hydroxide dissolved in 35 ml of water are added with vigorous stirring. After 3 hours at room temperature, the reaction mixture is hydrolysed over a mixture of ice/concentrated hydrochloric acid. The creamy white precipitate which forms is filtered off, washed several times with ice-cold water and dried over P2O5 using a dessicator. The title alcohol is recrystallised from a mixture... Starting materials: ClCCl, O=C(O)C(F)(F)F, FC(F)(F)c1cccc(-c2ccc3c(c2)c(-c2nc4ccccc4[nH]2)nn3C2CCCCO2)c1. The product is FC(F)(F)c1cccc(-c2ccc3[nH]nc(-c4nc5ccccc5[nH]4)c3c2)c1. Reaction SMILES: [Cl:42][CH2:43][Cl:44].[F:1][C:2]([F:3])([F:4])[C:5]([OH:6])=[O:7].[nH:8]1[c:9](-[c:17]2[n:18][n:19]([CH:36]3[CH2:37][CH2:38][CH2:39][CH2:40][O:41]3)[c:20]3[cH:21][cH:22][c:23](-[c:26]4[cH:27][c:28]([C:32]([F:33])([F:34])[F:35])[cH:29][cH:30][cH:31]4)[cH:24][c:25]23)[n:10][c:11]2[c:12]1[cH:13][cH:14][cH:15][cH:16]2>>[n:8]1[c:9](-[c:17]2[n:18][nH:19][c:20]3[cH:21][cH:22][c:23](-[c:26]4[cH:27][c:28]([C:32]([F:33])([F:34])[F:35])[cH:29][cH:30][cH:31]4)[cH:24][c:25]23)[nH:10][c:11]2[c:12]1[cH:13][cH:14][cH:15][cH:16]2. Starting materials: CN(C)C=O (DMF), CSC1=C(C(=CC=C1CCCCCC)[Si](C)(C)C)C=1OCC(N1)(C)C ((2-methylthio-3-n-hexyl-6-trimethylsilylphenyl)-4,4-dimethyloxazoline), [F-].C(CCC)[N+](CCCC)(CCCC)CCCC (tetrabutylammonium fluoride), O (water), O (water). The product is CSC1=C(C=CC(=O)N(C)O)C=CC=C1CCCCCC (2-(methylthio)-3-n-hexyl-N-hydroxy-N-methylcinnamamide). As a reaction SMILES: CN(C=[O:5])C.[CH3:6][S:7][C:8]1[C:13]([CH2:14][CH2:15][CH2:16][CH2:17][CH2:18][CH3:19])=[CH:12][CH:11]=[C:10]([Si](C)(C)C)[C:9]=1[C:24]1OCC(C)(C)N=1.[F-].[CH2:32]([N+:36]([CH2:45]CCC)(CCCC)CCCC)[CH2:33]CC.[OH2:49]>>[CH3:6][S:7][C:8]1[C:13]([CH2:14][CH2:15][CH2:16][CH2:17][CH2:18][CH3:19])=[CH:12][CH:11]=[CH:10][C:9]=1[CH:24]=[CH:33][C:32]([N:36]([OH:5])[CH3:45])=[O:49] |f:2.3|. Reported procedure: To 100 ml of DMF with 10 ml of water is added (2-methylthio-3-n-hexyl-6-trimethylsilylphenyl)-4,4-dimethyloxazoline and 20 g of tetrabutylammonium fluoride and refluxed overnight. The reaction mixture is cooled and then poured into water and extracted with diethyl ether. The extracts are washed with water and then brine, dried over MgSO4, and concentrated to afford the subtitle compound. Starting materials: C1(=CC=C(C=C1)OC1CCNCC1)C (4-(p-tolyloxy)piperidine), BrC1=NC=C(C(=O)O)C=C1 (6-bromonicotinic acid), O.[Cl-].COC1=NC(=NC(=N1)OC)[N+]1(CCOCC1)C (4-(4,6-dimethoxy[1.3.5]triazin-2-yl)-4-methylmorpholinium chloride hydrate), C(Cl)(Cl)Cl (chloroform). Solvent: CO (methanol). Run at time 8 hour. Product: BrC1=CC=C(C=N1)C(=O)N1CCC(CC1)OC1=CC=C(C=C1)C ((6-bromopyridin-3-yl)(4-p-tolyloxypiperidin-1-yl)methanone). The yield is 99.9%. As a reaction SMILES: [C:1]1([CH3:14])[CH:6]=[CH:5][C:4]([O:7][CH:8]2[CH2:13][CH2:12][NH:11][CH2:10][CH2:9]2)=[CH:3][CH:2]=1.[Br:15][C:16]1[CH:24]=[CH:23][C:19]([C:20](O)=[O:21])=[CH:18][N:17]=1.O.[Cl-].COC1N=C(OC)N=C([N+]2(C)CCOCC2)N=1.C(Cl)(Cl)Cl>CO>[Br:15][C:16]1[N:17]=[CH:18][C:19]([C:20]([N:11]2[CH2:12][CH2:13][CH:8]([O:7][C:4]3[CH:3]=[CH:2][C:1]([CH3:14])=[CH:6][CH:5]=3)[CH2:9][CH2:10]2)=[O:21])=[CH:23][CH:24]=1 |f:2.3.4|. Procedure: To a mixture of 4-(p-tolyloxy)piperidine (765 mg), 6-bromonicotinic acid (808 mg) and 4-(4,6-dimethoxy[1.3.5]triazin-2-yl)-4-methylmorpholinium chloride hydrate (DMT-MM) (1.7 g) were added chloroform (5 mL) and methanol (5 mL), and the mixture was stirred at room temperature overnight. After evaporation of the solvent, the residue was purified by column chromatography (chloroform:methanol) to give the title compound (1.5 g).